This data is from the Open Reaction Database (ORD), a public repository of structured organic reaction records. The task is: describe an organic reaction: reactants, conditions, products, and yield As a reaction SMILES: [OH:1][C:2]1[CH:3]=[C:4]([CH:7]=[CH:8][CH:9]=1)[C:5]#[N:6].[N:10]1[C:19]2[C:14](=[CH:15][CH:16]=[CH:17][CH:18]=2)[CH:13]=[CH:12][C:11]=1[CH2:20][O:21][C:22]1[CH:23]=[C:24]([CH:27]=[CH:28][CH:29]=1)[CH2:25]Cl.C(=O)([O-])[O-].[K+].[K+].O>CN(C=O)C>[N:10]1[C:19]2[C:14](=[CH:15][CH:16]=[CH:17][CH:18]=2)[CH:13]=[CH:12][C:11]=1[CH2:20][O:21][C:22]1[CH:23]=[C:24]([CH:27]=[CH:28][CH:29]=1)[CH2:25][O:1][C:2]1[CH:3]=[C:4]([CH:7]=[CH:8][CH:9]=1)[C:5]#[N:6] |f:2.3.4|. Procedure details: A solution of 0.65 g (5.4 mmol) 3-hydroxybenzonitrile, 1.5 g (5.3 mmol) of 3-(2-quinolinylmethyloxy)benzyl chloride, and 0.75 g (5.4 mmol) of potassium carbonate in 15 ml of DMF is heated at 60° C. overnight. The reaction mixture is poured into water. The precipitated product is collected on a filter and purified by dry column chromatography to give 3-[3-(2-quinolinylmethyloxy)benzyloxy]benzonitrile. (MP 86-87° C.) Reactants: O (water), OC=1C=C(C#N)C=CC1 (3-hydroxybenzonitrile), N1=C(C=CC2=CC=CC=C12)COC=1C=C(CCl)C=CC1 (3-(2-quinolinylmethyloxy)benzyl chloride), C([O-])([O-])=O.[K+].[K+] (potassium carbonate). The solvent is CN(C)C=O (DMF). Product: N1=C(C=CC2=CC=CC=C12)COC=1C=C(COC=2C=C(C#N)C=CC2)C=CC1 (3-[3-(2-quinolinylmethyloxy)benzyloxy]benzonitrile). Starting materials: C(C)(=O)O (acetic acid), ClC1=CC=CC=2[C@H]3CN(C[C@]3(CCC21)C)C(=O)OCC (cis-Ethyl 6-chloro-3a-methyl-3,3a,4,5-tetrahydro-1H-benzo[e]isoindole-2(9bH)-carboxylate), [O-2].[Ce+4].[O-2] (Cerium(IV) oxide), Br(=O)(=O)[O-].[Na+] (sodium bromate). Run in O1CCOCC1 (1,4-dioxane), O (water), O (water). Run at temperature 95 celsius. The product is ClC1=CC=CC=2[C@H]3CN(C[C@]3(CC(C21)=O)C)C(=O)OCC (cis-ethyl 6-chloro-3a-methyl-5-oxo-3,3a,4,5-tetrahydro-1H-benzo[e]isoindole-2(9bH)-carboxylate). As a reaction SMILES: [Cl:1][C:2]1[C:14]2[CH2:13][CH2:12][C@@:11]3([CH3:15])[C@H:7]([CH2:8][N:9]([C:16]([O:18][CH2:19][CH3:20])=[O:17])[CH2:10]3)[C:6]=2[CH:5]=[CH:4][CH:3]=1.C(O)(=[O:23])C.[O-2].[Ce+4].[O-2].Br([O-])(=O)=O.[Na+]>O.O1CCOCC1>[Cl:1][C:2]1[C:14]2[C:13](=[O:23])[CH2:12][C@@:11]3([CH3:15])[C@H:7]([CH2:8][N:9]([C:16]([O:18][CH2:19][CH3:20])=[O:17])[CH2:10]3)[C:6]=2[CH:5]=[CH:4][CH:3]=1 |f:2.3.4,5.6|. Procedure details: cis-Ethyl 6-chloro-3a-methyl-3,3a,4,5-tetrahydro-1H-benzo[e]isoindole-2(9bH)-carboxylate (5.55 mmol, 1630 mg) was dissolved in water (33 ml), acetic acid (8.25 ml) and 1,4-dioxane (8.25 ml). Cerium(IV) oxide (1.276 mmol, 220 mg) and sodium bromate (5.55 mmol, 837 mg) were added and the reaction mixture was heated to 95° C. for 3 hours. The reaction mixture was cooled to rt, diluted with water (30 ml) and extracted with ether. The organic extracts were dried over magnesium sulphate, filtered and ... Starting materials: [Rh(COD)Cl]2, (S)—(R)-PPF-PtBu2, 1, C1CCOC1 (THF), [N+](=O)([O-])C1=CC=C(C=C1)O (4-nitrophenol), C(C)OCC (diethyl ether). Conditions: temperature 80 celsius. Product: [N+](=O)([O-])C1=CC=C(O[C@@H]2[C@H](C3=CC=CC=C3C=C2)O)C=C1 ((1S,2S)-2-(4-nitrophenoxy)-1,2,-dihydro-naphthalen-1-ol). Yield: 94.0%. RXN SMILES: [CH2:1]1[CH2:5][O:4][CH2:3][CH2:2]1.[N+:6]([C:9]1[CH:14]=[CH:13][C:12]([OH:15])=[CH:11][CH:10]=1)([O-:8])=[O:7].C(O[CH2:19][CH3:20])C>>[N+:6]([C:9]1[CH:14]=[CH:13][C:12]([O:15][C@H:20]2[CH:19]=[CH:5][C:1]3[C:2](=[CH:5][CH:1]=[CH:2][CH:3]=3)[C@@H:3]2[OH:4])=[CH:11][CH:10]=1)([O-:8])=[O:7]. Procedure details: To a flame dried round-bottomed flask, [Rh(COD)Cl]2 (1.7 mg, 0.0035 mmol), (S)—(R)-PPF-PtBu2 (3.8 mg, 0.0069 mmol) and 1 (100 mg, 0.694 mmol) were added followed by addition of THF (2.5 mL) and 4-nitrophenol (483 mg, 3.47 mmol). The mixture was heated at 80° C. for 45 minutes, then poured into diethyl ether and extracted 3 times with 10% aqueous sodium hydroxide solution. The aqueous extracts were combined and back-extracted three times with diethyl ether. The combined ether extracts were washed... The reactants are NC(=C(C(=O)OCC)Cl)C1=CC=CC=C1 (ethyl 3-amino-2-chloro-3-phenyl-propenoate), C(=O)N (formamide), C[O-].[Na+] (sodium methylate). Solvent: CO (methanol). Yields the product ClC=1C(=NC=NC1C1=CC=CC=C1)O (5-Chloro-4-hydroxy-6-phenylpyrimidine). Reaction SMILES: [NH2:1][C:2]([C:10]1[CH:15]=[CH:14][CH:13]=[CH:12][CH:11]=1)=[C:3]([Cl:9])[C:4](OCC)=[O:5].[CH:16]([NH2:18])=O.C[O-].[Na+]>CO>[Cl:9][C:3]1[C:4]([OH:5])=[N:18][CH:16]=[N:1][C:2]=1[C:10]1[CH:15]=[CH:14][CH:13]=[CH:12][CH:11]=1 |f:2.3|. Reported procedure: 45.73 g (0.20 mol) of ethyl 3-amino-2-chloro-3-phenyl-propenoate are reacted with 31.9 g (0.71 mol) of formamide and 93 ml of sodium methylate solution in 120 ml of methanol and worked up in analogy to Example 9 (reaction time 16 h). Yield: 32.9 g (79.7%)